Dataset: the Open Reaction Database (ORD), a public repository of structured organic reaction records. Task: describe an organic reaction: reactants, conditions, products, and yield The reactants are ClC=1C=CC=2C3=C(N(C2C1)CC1=CC=C(C=C1)OC)C(=CC(=N3)C3=CC(=C(C=C3)OC)F)C(=O)OC (methyl 7-chloro-2-(3-fluoro-4-methoxyphenyl)-5-(4-methoxybenzyl)-5H-pyrido[3,2-b]indole-4-carboxylate), CN1CCNCCC1 (1-methyl-1,4-diazepane), C1(=C(C=CC=C1)P(C(C)(C)C)C(C)(C)C)C1=CC=CC=C1 (biphenyl-2-yldi-tert-butylphosphine). Reagents/catalysts: CC(=O)[O-].CC(=O)[O-].[Pd+2] (Pd(OAc)2). Reaction conditions: temperature 110 celsius. Product: FC=1C=C(C=CC1OC)C=1C=C(C=2N(C=3C=C(C=CC3C2N1)N1CCN(CCC1)C)CC1=CC=C(C=C1)OC)C(=O)OC (methyl 2-(3-fluoro-4-methoxyphenyl)-5-(4-methoxybenzyl)-7-(4-methyl-1,4-diazepan-1-yl)-5H-pyrido[3,2-b]indole-4-carboxylate). The yield is 67.2%. Reaction SMILES: Cl[C:2]1[CH:3]=[CH:4][C:5]2[C:6]3[N:23]=[C:22]([C:24]4[CH:29]=[CH:28][C:27]([O:30][CH3:31])=[C:26]([F:32])[CH:25]=4)[CH:21]=[C:20]([C:33]([O:35][CH3:36])=[O:34])[C:7]=3[N:8]([CH2:11][C:12]3[CH:17]=[CH:16][C:15]([O:18][CH3:19])=[CH:14][CH:13]=3)[C:9]=2[CH:10]=1.[CH3:37][N:38]1[CH2:44][CH2:43][CH2:42][NH:41][CH2:40][CH2:39]1.C1(C2C=CC=CC=2)C=CC=CC=1P(C(C)(C)C)C(C)(C)C>CC([O-])=O.CC([O-])=O.[Pd+2]>[F:32][C:26]1[CH:25]=[C:24]([C:22]2[CH:21]=[C:20]([C:33]([O:35][CH3:36])=[O:34])[C:7]3[N:8]([CH2:11][C:12]4[CH:13]=[CH:14][C:15]([O:18][CH3:19])=[CH:16][CH:17]=4)[C:9]4[CH:10]=[C:2]([N:41]5[CH2:42][CH2:43][CH2:44][N:38]([CH3:37])[CH2:39][CH2:40]5)[CH:3]=[CH:4][C:5]=4[C:6]=3[N:23]=2)[CH:29]=[CH:28][C:27]=1[O:30][CH3:31] |f:3.4.5|. Procedure details: A microwave vial containing a mixture of methyl 7-chloro-2-(3-fluoro-4-methoxyphenyl)-5-(4-methoxybenzyl)-5H-pyrido[3,2-b]indole-4-carboxylate (60 mg, 0.12 mmol), 1-methyl-1,4-diazepane (41 mg, 0.36 mmol), biphenyl-2-yldi-tert-butylphosphine (14 mg, 0.048 mmol), and Pd(OAc)2 (5.3 mg, 0.024 mmol) was flushed with nitrogen. Toluene (0.5 mL) was added and the vial was sealed and heated at 110° C. for 20 hr. The reaction was partitioned between EtOAc and water, the organic phase was washed with brin... Reactants: O1C=CC=2C(NCCC21)C(=O)N2CCCC2 (1-[(4,5,6,7-Tetrahydrofuro[3,2-c]pyridin-4-yl)carbonyl]pyrrolidine), [Li] (lithium), O (Water), [OH-].[Na+] (sodium hydroxide), O (water). The solvent is O1CCCC1 (tetrahydrofuran), O1CCCC1 (tetrahydrofuran). Reaction conditions: time 1 hour. Yields the product N1(CCCC1)CC1NCCC2=C1C=CO2 (4,5,6,7-Tetrahydro-4-(1-pyrrolidinylmethyl)furo[3,2-c]pyridine). The yield is 99.4%. Reaction SMILES: [Li].[O:2]1[C:10]2[CH2:9][CH2:8][NH:7][CH:6]([C:11]([N:13]3[CH2:17][CH2:16][CH2:15][CH2:14]3)=O)[C:5]=2[CH:4]=[CH:3]1.O.[OH-].[Na+]>O1CCCC1>[N:13]1([CH2:11][CH:6]2[C:5]3[CH:4]=[CH:3][O:2][C:10]=3[CH2:9][CH2:8][NH:7]2)[CH2:17][CH2:16][CH2:15][CH2:14]1 |f:3.4,^1:0|. Procedure: To a suspension of lithium alumimium hydride (0.2 g) in dry tetrahydrofuran (30 ml) was added a solution of the product of stage (i) (0.58 g) in tetrahydrofuran (10 ml) and the mixture was stirred at ambient temperature for 1 h. Water (0.2 ml), aqueous sodium hydroxide (2M; 0.6 ml) and water (0.2 ml) were cautiously added and the mixture was filtered. The filtrate was evaporated, the residue was dissolved in dichloromethane (20 ml), dried and evaporated in vacuo to give the title compound as an ...